Dataset: the Open Reaction Database (ORD), a public repository of structured organic reaction records. Task: describe an organic reaction: reactants, conditions, products, and yield Reactants: CC1(O[C@H]2[C@H](N1C=1SC3=C(N1)C=CC(=C3)CN3C=NC1=C3C=CC(=C1)O)CCCC2)C (1-((2-((3aR,7aR)-2,2-dimethylhexahydrobenzo[d]oxazol-3(2H)-yl)benzo[d]thiazol-6-yl)methyl)-1H-benzo[d]imidazol-5-ol), ICCO (2-iodoethanol), C(=O)([O-])[O-].[Cs+].[Cs+] (Cs2CO3), CN1CCCC1=O (NMP). Run in CCOC(=O)C (EtOAc). Reaction conditions: temperature 100 celsius. Yields the product CC1(O[C@H]2[C@H](N1C=1SC3=C(N1)C=CC(=C3)CN3C=NC1=C3C=CC(=C1)OCCO)CCCC2)C (2-((1-((2-((3aR,7aR)-2,2-dimethylhexahydrobenzo[d]oxazol-3(2H)-yl)benzo[d]thiazol-6-yl)methyl)-1H-benzo[d]imidazol-5-yl)oxy)ethanol). Isolated yield 38.8%. RXN SMILES: [CH3:1][C:2]1([CH3:31])[N:6]([C:7]2[S:8][C:9]3[CH:15]=[C:14]([CH2:16][N:17]4[C:21]5[CH:22]=[CH:23][C:24]([OH:26])=[CH:25][C:20]=5[N:19]=[CH:18]4)[CH:13]=[CH:12][C:10]=3[N:11]=2)[C@@H:5]2[CH2:27][CH2:28][CH2:29][CH2:30][C@H:4]2[O:3]1.I[CH2:33][CH2:34][OH:35].C([O-])([O-])=O.[Cs+].[Cs+].CN1C(=O)CCC1>CCOC(C)=O>[CH3:1][C:2]1([CH3:31])[N:6]([C:7]2[S:8][C:9]3[CH:15]=[C:14]([CH2:16][N:17]4[C:21]5[CH:22]=[CH:23][C:24]([O:26][CH2:33][CH2:34][OH:35])=[CH:25][C:20]=5[N:19]=[CH:18]4)[CH:13]=[CH:12][C:10]=3[N:11]=2)[C@@H:5]2[CH2:27][CH2:28][CH2:29][CH2:30][C@H:4]2[O:3]1 |f:2.3.4|. Procedure: A stirred mixture of 1-((2-((3aR,7aR)-2,2-dimethylhexahydrobenzo[d]oxazol-3(2H)-yl)benzo[d]thiazol-6-yl)methyl)-1H-benzo[d]imidazol-5-ol (60 mg, 0.14 mmol) from Step 1 of Example 171, 2-iodoethanol (60 mg, 0.35 mmol), Cs2CO3 (137 mg, 0.42 mmol), and NMP (2 mL) was heated at 100° C. for 24 h. The mixture was diluted with EtOAc and washed with brine. The organic layer was separated, dried over Na2SO4, filtered, and concentrated under reduced pressure. The residue was purified by preparative TLC to... The reactants are CN1CCCCC1 (N-methylpiperidine), FC1=CC2=C(SC(=C2)C(C)N)C=C1 (1-(5-fluorobenzo[b]thiophen-2-yl)ethylamine), C(C)(C)OC(=O)N[C@@H](C(C)C)C(=O)O (N-isopropoxycarbonyl-L-valine), ClC(=O)OCC(C)C (isobutyl chloroformate). Run in ClCCl (dichloromethane). Run at temperature -20 celsius, time 10 minute. The product is FC1=CC2=C(SC(=C2)C(C)NC([C@@H](NC(=O)OC(C)C)C(C)C)=O)C=C1 (N1 -[1-(5-fluorobenzo[b]thiophen-2-yl)ethyl]-N2 -isopropoxycarbonyl-L-valinamide). Yield: 63.2%. RXN SMILES: CN1CCCCC1.[CH:8]([O:11][C:12]([NH:14][C@H:15]([C:19]([OH:21])=O)[CH:16]([CH3:18])[CH3:17])=[O:13])([CH3:10])[CH3:9].ClC(OCC(C)C)=O.[F:30][C:31]1[CH:42]=[CH:41][C:34]2[S:35][C:36]([CH:38]([NH2:40])[CH3:39])=[CH:37][C:33]=2[CH:32]=1>ClCCl>[F:30][C:31]1[CH:42]=[CH:41][C:34]2[S:35][C:36]([CH:38]([NH:40][C:19](=[O:21])[C@H:15]([CH:16]([CH3:17])[CH3:18])[NH:14][C:12]([O:11][CH:8]([CH3:9])[CH3:10])=[O:13])[CH3:39])=[CH:37][C:33]=2[CH:32]=1. Reported procedure: 5.1 g of N-methylpiperidine was added to a solution containing 10.4 g of N-isopropoxycarbonyl-L-valine dissolved in 200 ml of dichloromethane, at -20° C. and then 7.0 g of isobutyl chloroformate was added dropwise to the mixture. After the mixture was stirred at -20° C. for 10 minutes, 10.0 g of 1-(5-fluorobenzo[b]thiophen-2-yl)ethylamine was added to the mixture at -50° C. After stirring at the same temperature, the mixture was allowed to sit and warm naturally to room temperature and then stir... The reactants are CC(=O)OC(C)=O, ClCCl, Cc1cn(C2CC(CO)C(CO[Si](c3ccccc3)(c3ccccc3)C(C)(C)C)O2)c(=O)[nH]c1=O, c1ccncc1. Product: CC(=O)OCC1CC(n2cc(C)c(=O)[nH]c2=O)OC1CO[Si](c1ccccc1)(c1ccccc1)C(C)(C)C. As a reaction SMILES: [CH3:36][C:37](=[O:38])[O:39][C:40](=[O:41])[CH3:42].[Cl:49][CH2:50][Cl:51].[OH:1][CH2:2][CH:3]1[CH2:4][CH:5]([n:27]2[c:28](=[O:29])[nH:30][c:31](=[O:32])[c:33]([CH3:34])[cH:35]2)[O:6][CH:7]1[CH2:8][O:9][Si:10]([c:11]1[cH:12][cH:13][cH:14][cH:15][cH:16]1)([c:17]1[cH:18][cH:19][cH:20][cH:21][cH:22]1)[C:23]([CH3:24])([CH3:25])[CH3:26].[cH:43]1[cH:44][cH:45][n:46][cH:47][cH:48]1>>[O:1]([CH2:2][CH:3]1[CH2:4][CH:5]([n:27]2[c:28](=[O:29])[nH:30][c:31](=[O:32])[c:33]([CH3:34])[cH:35]2)[O:6][CH:7]1[CH2:8][O:9][Si:10]([c:11]1[cH:12][cH:13][cH:14][cH:15][cH:16]1)([c:17]1[cH:18][cH:19][cH:20][cH:21][cH:22]1)[C:23]([CH3:24])([CH3:25])[CH3:26])[C:37]([CH3:36])=[O:38]. The reactants are ClC1=CC=C(C(=O)N2C(CCCCC2)=O)C=C1 (N-(4-chlorobenzoyl)caprolactam), C1(CCCCN1)=O (valerolactam). The product is ClC1=CC=C(C(=O)N2C(CCCC2)=O)C=C1 (N-(4-chlorobenzoyl)valerolactam). Reaction SMILES: [Cl:1][C:2]1[CH:17]=[CH:16][C:5]([C:6]([N:8]2[CH2:14][CH2:13][CH2:12][CH2:11]C[C:9]2=[O:15])=[O:7])=[CH:4][CH:3]=1.C1(=O)NCCCC1>>[Cl:1][C:2]1[CH:3]=[CH:4][C:5]([C:6]([N:8]2[CH2:14][CH2:13][CH2:12][CH2:11][C:9]2=[O:15])=[O:7])=[CH:16][CH:17]=1. Procedure: Synthesized as for N-(4-chlorobenzoyl)caprolactam (Example XXIX using valerolactam (Aldrich) in place of caprolactam.